Dataset: the Open Reaction Database (ORD), a public repository of structured organic reaction records. Task: describe an organic reaction: reactants, conditions, products, and yield Reactants: ClN1C(N(C(N(C1=O)Cl)=O)Cl)=O (trichloroisocyanuric acid), ClCC1CNC(O1)=O (5-Chloromethyl-2-oxazolidinone). The solvent is C(Cl)Cl (methylene chloride). The product is ClN1C(OC(C1)CCl)=O (3-Chloro-5-chloromethyl-2-oxazolidinone). Reaction SMILES: ClN1[C:7](=[O:8])[N:6]([Cl:9])[C:5](=O)N(Cl)C1=O.[Cl:13][CH2:14][CH:15]1[O:19]C(=O)NC1>C(Cl)Cl>[Cl:9][N:6]1[CH2:5][CH:15]([CH2:14][Cl:13])[O:19][C:7]1=[O:8]. Reported procedure: 8.4 grams (0.036 moles) trichloroisocyanuric acid were dissolved in dried methylene chloride. To this suspension were added 5 grams (0.036 moles) 5-Chloromethyl-2-oxazolidinone. The mixture was stirred for several hours before filtering to remove solids. The methylene chloride layer was rotovaped to recover the product, a yellow liquid Proton NMR Data: δ3.7 (m, 4 protons), 4.8(m, 1 proton). Elemental analysis Chlorine found 39.66 (theory 41.7). Starting materials: ClC(=O)OCC (ethyl chloroformate), NC1=NC(=CC=C1)Br (2-amino-6-bromopyridine), ice water. Solvent: N1=CC=CC=C1 (pyridine). Conditions: time 4 hour. The product is C(C)OC(=O)NC1=NC(=CC=C1)Br (2-ethoxycarbonylamino-6-bromopyridine). RXN SMILES: [NH2:1][C:2]1[CH:7]=[CH:6][CH:5]=[C:4]([Br:8])[N:3]=1.Cl[C:10]([O:12][CH2:13][CH3:14])=[O:11]>N1C=CC=CC=1>[CH2:13]([O:12][C:10]([NH:1][C:2]1[CH:7]=[CH:6][CH:5]=[C:4]([Br:8])[N:3]=1)=[O:11])[CH3:14]. Procedure details: 10.0 g (0.0578 mole) of 2-amino-6-bromopyridine was dissolved in 40 ml dry pyridine and 6.4 ml (0.067 mole) of ethyl chloroformate was added dropwise while the solution was stirred and cooled in an ice-bath to maintain the reaction temperature at 15°-18° C. After 4 hours at room temperature, the reaction mixture was poured into 150 ml of ice water and kept at 0° C overnight. Impure 2-ethoxycarbonylamino-6-bromopyridine was obtained by filtration and subsequently recrystallized from 2:1 methanol-... Reactants: [Cl-] (chloride), [N-]=[N+]=[N-].[Na+] (NaN3), CNC(C1=CC=C(C=C1)[N+](=O)[O-])=O (N-Methyl-4-nitro-benzamide), P(Cl)(Cl)(Cl)(Cl)Cl (PCl5). The solvent is CN(C)C=O (DMF), CN(C)C=O (DMF), CCOC(=O)C (EtOAc). Reaction conditions: temperature 130 celsius, time 8 hour. The product is CN1N=NN=C1C1=CC=C(C=C1)[N+](=O)[O-] (1-Methyl-5-(4-nitro-phenyl)-1H-tetrazole). RXN SMILES: [CH3:1][NH:2][C:3](=O)[C:4]1[CH:9]=[CH:8][C:7]([N+:10]([O-:12])=[O:11])=[CH:6][CH:5]=1.P(Cl)(Cl)(Cl)(Cl)Cl.[Cl-].[N-:21]=[N+:22]=[N-:23].[Na+]>CN(C=O)C.CCOC(C)=O>[CH3:1][N:2]1[C:3]([C:4]2[CH:9]=[CH:8][C:7]([N+:10]([O-:12])=[O:11])=[CH:6][CH:5]=2)=[N:23][N:22]=[N:21]1 |f:3.4|. Procedure details: N-Methyl-4-nitro-benzamide (2.25 g, 12.5 mmol, 1 eq.) and PCl5 (2.60 g, 12.5 mmol, 1 eq.) were melted together under house vacuum connected to a NaOH trap behind a safety shield. Melting occurred at 100° C. Heated at 130° C. for 1 hour then purified by kugelrohr distillation at 0.1 mmHg at 130° C. CAUTION: THE EXPLOSIVE PROPERTIES OF THIS COMPOUND ARE UNKNOWN). The iminoyl chloride (12.5 mmol 1 eq.) in DMF 10 ml was added to NaN3 in 10 ml of DMF at 25° C. and stirred overnight. Worked up by addi... The reactants are NC1=C(C=C(C=2C(C3=CC=CC=C3C(C12)=O)=O)SC1=CC(=C(C=C1)S(=O)(=O)O)N)Br (1-amino-2-bromo-4-(3'amino-4'-sulfophenylthio)anthraquinone), 1-aminobenzene 4-β-sulfatoethylsulfone, NC=1C=C(C=CC1)S(=O)(=O)O (3-aminobenzenesulfonic acid). Yields the product C1=CC=CC=2C(C3=CC=CC=C3C(C12)=O)=O (anthraquinone). Reaction SMILES: N[C:2]1[C:15]2[C:14](=[O:16])[C:13]3[C:8](=[CH:9][CH:10]=[CH:11][CH:12]=3)[C:7](=[O:17])[C:6]=2[C:5](SC2C=CC(S(O)(=O)=O)=C(N)C=2)=[CH:4][C:3]=1Br.NC1C=C(S(O)(=O)=O)C=CC=1>>[CH:9]1[C:8]2[C:7](=[O:17])[C:6]3[C:15](=[CH:2][CH:3]=[CH:4][CH:5]=3)[C:14](=[O:16])[C:13]=2[CH:12]=[CH:11][CH:10]=1. Procedure: Example 15 was repeated, except that the compounds described in 1st, 2nd and 3rd columns of the following table were used in place of the 1-amino-2-bromo-4-(3'amino-4'-sulfophenylthio)anthraquinone, 1-aminobenzene-4-β-sulfatoethylsulfone and 3-aminobenzenesulfonic acid, respectively, thereby obtaining a corresponding anthraquinone compound. The color shade obtained by dyeing cotton with the compound is as shown in a 4th column of the table.